The task is: describe an organic reaction: reactants, conditions, products, and yield. This data is from the Open Reaction Database (ORD), a public repository of structured organic reaction records. Starting materials: C(C)(=O)OC=1C(=C2CCC(OC2=C(C1C)C)(C)C#N)C ((±)-6-acetoxy-2-cyano-2,5,7,8-tetramethylchroman), O1CCCC1 (tetrahydrofuran), [H-].C(C(C)C)[Al+]CC(C)C (diisobutylaluminum hydride), crude product. Yields the product C(C)(=O)OC=1C(=C2CCC(OC2=C(C1C)C)(C=O)C)C ((±)-6-acetoxy-2,5,7,8-tetramethylchroman-2-carboxaldehyde). RXN SMILES: [C:1]([O:4][C:5]1[C:6]([CH3:20])=[C:7]2[C:12](=[C:13]([CH3:16])[C:14]=1[CH3:15])[O:11][C:10]([C:18]#N)([CH3:17])[CH2:9][CH2:8]2)(=[O:3])[CH3:2].[H-].C([Al+]CC(C)C)C(C)C.[O:31]1CCCC1>>[C:1]([O:4][C:5]1[C:6]([CH3:20])=[C:7]2[C:12](=[C:13]([CH3:16])[C:14]=1[CH3:15])[O:11][C:10]([CH3:17])([CH:18]=[O:31])[CH2:9][CH2:8]2)(=[O:3])[CH3:2] |f:1.2|. Procedure: (±)-6-acetoxy-2-cyano-2,5,7,8-tetramethylchroman was reduced with diisobutylaluminum hydride as described in Example 101, with tetrahydrofuran as reaction solvent. TLC of the crude product indicated that it was partially deacetylated. The material was thus reacetylated by the process described in Example 2 to give (±)-6-acetoxy-2,5,7,8-tetramethylchroman-2-carboxaldehyde as a white solid, m.p. 88°-90°, from 30°-60° petroleum ether. Reactants: C(C)C1C(CC(C(C(OC(C2CCCCN2C(C(C2(C(CC(C(C(CC(CC(=C1)C)C)OC)O2)OC)C)O)=O)=O)=O)C(=CC2CC(C(CC2)OCC(O)C2=CC=CC=C2)OC)C)C)O[Si](C)(C)C(C)(C)C)=O (17-ethyl-1-hydroxy-14-(tert-butyldimethylsiloxy)-12-[2'-(4"-(2"'-phenyl-2"'-hydroxyethyloxy)-3"-methoxycyclohexyl)-1'-methylvinyl]-23,25-dimethoxy-13,19,21,27-tetramethyl-11,28-dioxa-4-azatricyclo[22.3.1.04,9 ]octacos-18-ene-2,3,10,16-tetraone), CI (methyl iodide). The reagents and catalysts are [Ag]=O (silver oxide). Solvent: C(C)(=O)OCC (ethyl acetate). Conditions: time 48 hour. The product is C(C)C1C(CC(C(C(OC(C2CCCCN2C(C(C2(C(CC(C(C(CC(CC(=C1)C)C)OC)O2)OC)C)O)=O)=O)=O)C(=CC2CC(C(CC2)OCC(OC)C2=CC=CC=C2)OC)C)C)O[Si](C)(C)C(C)(C)C)=O (17-Ethyl-1-hydroxy-14-(tert-butyldimethylsiloxy)-12-[2'-(4"-(2"'-phenyl-2"'-methoxyethyloxy)-3"-methoxycyclohexyl)-1'-methylvinyl]-23,25-dimethoxy-13,19,21,27-tetramethyl-11,28-dioxa-4-azatricyclo[22.3.1.04,9 ]octacos-18-ene-2,3,10,16-tetraone). RXN SMILES: [CH2:1]([CH:3]1[CH:29]=[C:28]([CH3:30])[CH2:27][CH:26]([CH3:31])[CH2:25][CH:24]([O:32][CH3:33])[CH:23]2[O:34][C:19]([OH:38])([CH:20]([CH3:37])[CH2:21][CH:22]2[O:35][CH3:36])[C:18](=[O:39])[C:17](=[O:40])[N:16]2[CH:11]([CH2:12][CH2:13][CH2:14][CH2:15]2)[C:10](=[O:41])[O:9][CH:8]([C:42]([CH3:62])=[CH:43][CH:44]2[CH2:49][CH2:48][CH:47]([O:50][CH2:51][CH:52]([C:54]3[CH:59]=[CH:58][CH:57]=[CH:56][CH:55]=3)[OH:53])[CH:46]([O:60][CH3:61])[CH2:45]2)[CH:7]([CH3:63])[CH:6]([O:64][Si:65]([C:68]([CH3:71])([CH3:70])[CH3:69])([CH3:67])[CH3:66])[CH2:5][C:4]1=[O:72])[CH3:2].[CH3:73]I>C(OCC)(=O)C.[Ag]=O>[CH2:1]([CH:3]1[CH:29]=[C:28]([CH3:30])[CH2:27][CH:26]([CH3:31])[CH2:25][CH:24]([O:32][CH3:33])[CH:23]2[O:34][C:19]([OH:38])([CH:20]([CH3:37])[CH2:21][CH:22]2[O:35][CH3:36])[C:18](=[O:39])[C:17](=[O:40])[N:16]2[CH:11]([CH2:12][CH2:13][CH2:14][CH2:15]2)[C:10](=[O:41])[O:9][CH:8]([C:42]([CH3:62])=[CH:43][CH:44]2[CH2:49][CH2:48][CH:47]([O:50][CH2:51][CH:52]([C:54]3[CH:59]=[CH:58][CH:57]=[CH:56][CH:55]=3)[O:53][CH3:73])[CH:46]([O:60][CH3:61])[CH2:45]2)[CH:7]([CH3:63])[CH:6]([O:64][Si:65]([C:68]([CH3:69])([CH3:70])[CH3:71])([CH3:67])[CH3:66])[CH2:5][C:4]1=[O:72])[CH3:2]. Procedure: To a solution of 17-ethyl-1-hydroxy-14-(tert-butyldimethylsiloxy)-12-[2'-(4"-(2"'-phenyl-2"'-hydroxyethyloxy)-3"-methoxycyclohexyl)-1'-methylvinyl]-23,25-dimethoxy-13,19,21,27-tetramethyl-11,28-dioxa-4-azatricyclo[22.3.1.04,9 ]octacos-18-ene-2,3,10,16-tetraone (27 mg) in methyl iodide (0.5 ml) under nitrogen atmosphere was added silver oxide and the reaction was stirred at room temperature for 48 hours. The reaction was then diluted with ethyl acetate and filtered through a silica gel pad. The f... Starting materials: C(C)(C)(C)OC(=O)N[C@@H](CC(C)C)C(=O)N[C@@H]1CC[C@H]2CN(C[C@H]21)CC2=CC(=CC=C2)C(F)(F)F (N2-(tert-butyloxycarbonyl)-N1-{(3aS,4R,6aR)-2-[3-(trifluoromethyl)benzyl]octahydrocyclopenta[c]pyrrol-4-yl}-L-leucinamide), Cl (HCl). Solvent: C(C)O (ethanol). Run at time 2 hour. Product: FC(C=1C=C(CN2C[C@H]3[C@@H](C2)[C@@H](CC3)NC([C@@H](N)CC(C)C)=O)C=CC1)(F)F (N1-{(3aS,4R,6aR)-2-[3-(trifluoromethyl)benzyl]octahydrocyclopenta[c]pyrrol-4-yl}-L-leucinamide). As a reaction SMILES: C(OC([NH:8][C@H:9]([C:14]([NH:16][C@H:17]1[C@H:24]2[C@H:20]([CH2:21][N:22]([CH2:25][C:26]3[CH:31]=[CH:30][CH:29]=[C:28]([C:32]([F:35])([F:34])[F:33])[CH:27]=3)[CH2:23]2)[CH2:19][CH2:18]1)=[O:15])[CH2:10][CH:11]([CH3:13])[CH3:12])=O)(C)(C)C.Cl>C(O)C>[F:34][C:32]([F:33])([F:35])[C:28]1[CH:27]=[C:26]([CH:31]=[CH:30][CH:29]=1)[CH2:25][N:22]1[CH2:23][C@H:24]2[C@H:17]([NH:16][C:14](=[O:15])[C@H:9]([CH2:10][CH:11]([CH3:12])[CH3:13])[NH2:8])[CH2:18][CH2:19][C@H:20]2[CH2:21]1. Reported procedure: N2-(tert-Butyloxycarbonyl)-N1-{(3aS,4R,6aR)-2-[3-(trifluoromethyl)benzyl]octahydrocyclopenta[c]pyrrol-4-yl}-L-leucinamide from Step A (0.731 g, 1.469 mmol) in ethanol (5 mL) was treated with HCl (4 N in dioxane, 10.0 mL, 40.0 mmol). The reaction was stirred at room temperature for 2 hours and the solvent removed in vacuo. The reaction was quenched with saturated aqueous sodium bicarbonate and extracted with 3×50 mL of dichloromethane. The solvent was removed in vacuo to give N1-{(3aS,4R,6aR)-2-[... Starting materials: CC(=O)OC(C)=O, CC(=O)O, Nc1ccc(S(F)(F)(F)(F)F)cc1, O. Product: CC(=O)Nc1ccc(S(F)(F)(F)(F)F)cc1. As a reaction SMILES: [CH3:1][C:2]([O:3][C:5]([CH3:6])=[O:7])=[O:4].[CH3:22][C:23](=[O:24])[OH:25].[NH2:8][c:9]1[cH:10][cH:11][c:12]([S:15]([F:16])([F:17])([F:18])([F:19])[F:20])[cH:13][cH:14]1.[OH2:21]>>[C:5]([CH3:6])(=[O:7])[NH:8][c:9]1[cH:10][cH:11][c:12]([S:15]([F:16])([F:17])([F:18])([F:19])[F:20])[cH:13][cH:14]1.